The task is: describe an organic reaction: reactants, conditions, products, and yield. This data is from the Open Reaction Database (ORD), a public repository of structured organic reaction records. Reactants: [OH-].[Na+] (sodium hydroxide), Cl.NO (hydroxylamine hydrochloride), ClC1=C(C(=CC=C1)Cl)CC=O ((2,6-dichlorophenyl)acetaldehyde). The solvent is O (water), C(C)O (ethanol). Conditions: temperature 83 celsius. The product is ClC1=C(C(=CC=C1)Cl)CC(=NO)Cl (2-(2,6-dichlorophenyl)-N-hydroxyethanimidoyl chloride). RXN SMILES: [OH-:1].[Na+].[ClH:3].[NH2:4]O.[Cl:6][C:7]1[CH:12]=[CH:11][CH:10]=[C:9]([Cl:13])[C:8]=1[CH2:14][CH:15]=O>O.C(O)C>[Cl:6][C:7]1[CH:12]=[CH:11][CH:10]=[C:9]([Cl:13])[C:8]=1[CH2:14][C:15]([Cl:3])=[N:4][OH:1] |f:0.1,2.3|. Procedure details: A solution of sodium hydroxide (0.672 g, 16.8 mmol) and hydroxylamine hydrochloride (1.17 g, 16.8 mmol) in water (11 mL) was added to a solution of (2,6-dichlorophenyl)acetaldehyde (2.78 g, 14.7 mmol) in ethanol (21 mL). The resulting solution was heated in an 83° C. oil bath overnight. The sample was concentrated and filtered. The resulting solid was dried with P2O5 in a vacuum oven at 45° C. under reduced pressure to provide the oxime as a mixture of isomers (2.21 g yield, 74%). A solution of ... Starting materials: [O-]CC.[Na+] (sodium ethoxide), [Na] (sodium), COC1=C(C=CC=C1OC1=C(C=CC=C1)F)CC#N (2-[2-methoxy-3-(2-fluorophenoxy)phenyl]acetonitrile), C(OCC)(OCC)=O (diethyl carbonate). The solvent is C1(=CC=CC=C1)C (toluene), C(C)O (ethanol). Yields the product C(#N)C(C(=O)OCC)C1=C(C(=CC=C1)OC1=C(C=CC=C1)F)OC (ethyl 2-cyano-2-[2-methoxy-3-(2-fluorophenoxy)phenyl]acetate). The yield is 109.4%. RXN SMILES: [O-]CC.[Na+].[Na].[CH3:6][O:7][C:8]1[C:13]([O:14][C:15]2[CH:20]=[CH:19][CH:18]=[CH:17][C:16]=2[F:21])=[CH:12][CH:11]=[CH:10][C:9]=1[CH2:22][C:23]#[N:24].[C:25](=O)([O:29]CC)[O:26][CH2:27][CH3:28]>C1(C)C=CC=CC=1.C(O)C>[C:23]([CH:22]([C:9]1[CH:10]=[CH:11][CH:12]=[C:13]([O:14][C:15]2[CH:20]=[CH:19][CH:18]=[CH:17][C:16]=2[F:21])[C:8]=1[O:7][CH3:6])[C:25]([O:26][CH2:27][CH3:28])=[O:29])#[N:24] |f:0.1,^1:4|. Procedure: A mixture of sodium ethoxide prepared from sodium metal (470 mg) and ethanol (20 ml), 2-[2-methoxy-3-(2-fluorophenoxy)phenyl]acetonitrile (5 g) and diethyl carbonate (9.2 g) in toluene (50 ml) was treated in a similar manner to that of Example 10-(4) to give oily ethyl 2-cyano-2-[2-methoxy-3-(2-fluorophenoxy)phenyl]acetate (7 g). Reactants: COc1ccc(C(OC2C(CO[Si](C)(C)C(C)(C)C)OC(n3ccc(=O)[nH]c3=O)C2SC(=O)c2ccccc2)(c2ccccc2)c2ccc(OC)cc2)cc1, C1CCOC1, CCCC[N+](CCCC)(CCCC)CCCC, [F-]. Product: COc1ccc(C(OC2C(CO)OC(n3ccc(=O)[nH]c3=O)C2SC(=O)c2ccccc2)(c2ccccc2)c2ccc(OC)cc2)cc1. RXN SMILES: [C:1]([Si:2]([CH3:3])([CH3:4])[O:6][CH2:7][CH:8]1[CH:9]([O:30][C:31]([c:32]2[cH:33][cH:34][c:35]([O:38][CH3:39])[cH:36][cH:37]2)([c:40]2[cH:41][cH:42][c:43]([O:46][CH3:47])[cH:44][cH:45]2)[c:48]2[cH:49][cH:50][cH:51][cH:52][cH:53]2)[CH:10]([S:21][C:22]([c:23]2[cH:24][cH:25][cH:26][cH:27][cH:28]2)=[O:29])[CH:11]([n:13]2[c:14](=[O:15])[nH:16][c:17](=[O:18])[cH:19][cH:20]2)[O:12]1)([CH3:5])([CH3:54])[CH3:55].[CH2:74]1[O:75][CH2:76][CH2:77][CH2:78]1.[CH3:57][CH2:58][CH2:59][CH2:60][N+:61]([CH2:62][CH2:63][CH2:64][CH3:65])([CH2:66][CH2:67][CH2:68][CH3:69])[CH2:70][CH2:71][CH2:72][CH3:73].[F-:56]>>[OH:6][CH2:7][CH:8]1[CH:9]([O:30][C:31]([c:32]2[cH:33][cH:34][c:35]([O:38][CH3:39])[cH:36][cH:37]2)([c:40]2[cH:41][cH:42][c:43]([O:46][CH3:47])[cH:44][cH:45]2)[c:48]2[cH:49][cH:50][cH:51][cH:52][cH:53]2)[CH:10]([S:21][C:22]([c:23]2[cH:24][cH:25][cH:26][cH:27][cH:28]2)=[O:29])[CH:11]([n:13]2[c:14](=[O:15])[nH:16][c:17](=[O:18])[cH:19][cH:20]2)[O:12]1. The reactants are C(C)N1CNS(C2=C1C=C(C=N2)C)(=O)=O (4-ETHYL-6-METHYL-2,3-DIHYDRO-4H-PYRIDO[3,2-e ][1,2,4]THIADIAZINE 1,1-DIOXIDE), [OH-].[Na+] (NaOH), C1(=CC=C(C=C1)S(=O)(=O)OC)C (methyl p-toluenesulfonate). Run in C(C)#N (acetonitrile). The product is CN1S(C2=C(N(C1)CC)C=C(C=N2)C)(=O)=O (2,6-DIMETHYL-4-ETHYL-2,3-DIHYDRO-4H- PYRIDO[3,2-e][1,2,4]THIADIAZINE 1, 1-DIOXIDE). As a reaction SMILES: [CH2:1]([N:3]1[C:8]2[CH:9]=[C:10]([CH3:13])[CH:11]=[N:12][C:7]=2[S:6](=[O:15])(=[O:14])[NH:5][CH2:4]1)[CH3:2].[OH-].[Na+].[C:18]1(C)C=CC(S(OC)(=O)=O)=CC=1>C(#N)C>[CH3:18][N:5]1[CH2:4][N:3]([CH2:1][CH3:2])[C:8]2[CH:9]=[C:10]([CH3:13])[CH:11]=[N:12][C:7]=2[S:6]1(=[O:14])=[O:15] |f:1.2|. Procedure: A solution of 0.2 g of 4-ethyl-6-methyl-2,3- dihydro-4H-pyrido[3,2-e][1,2,4]thiadiazine 1,1-dioxide (Example 79) in 10 cm3 of acetonitrile is treated with 2 equivalents of NaOH and then brought to reflux for 15 minutes with stirring. The mixture is treated with 0.18 g of methyl p-toluenesulfonate and stirred for 2 hours at ambient temperature. The solvent is then removed under reduced pressure and the residue is taken up in 5 cm3 of water. The precipitate is collected on a filter, washed with wa... The reactants are C(C1=CC=CC=C1)OC1=CC2=C(N=C(S2)C2=CC=C(OC[C@H](C)NC(C)=O)C=C2)C=C1 (N-[(1S)-2-{4-[6-(benzyloxy)-1,3-benzothiazol-2-yl]phenoxy}-1-methylethyl]acetamide), FC(C(=O)O)(F)F (trifluoroacetic acid), C1(=CC=CC=C1)SC (thioanisole). Reaction conditions: temperature 55 celsius, time 16 hour. Yields the product OC1=CC2=C(N=C(S2)C2=CC=C(OC[C@H](C)NC(C)=O)C=C2)C=C1 (N-{(1S)-2-[4-(6-hydroxy-1,3-benzothiazol-2-yl)phenoxy]-1-methylethyl}acetamide). Isolated yield 106.0%. RXN SMILES: C([O:8][C:9]1[CH:31]=[CH:30][C:12]2[N:13]=[C:14]([C:16]3[CH:29]=[CH:28][C:19]([O:20][CH2:21][C@@H:22]([NH:24][C:25](=[O:27])[CH3:26])[CH3:23])=[CH:18][CH:17]=3)[S:15][C:11]=2[CH:10]=1)C1C=CC=CC=1.FC(F)(F)C(O)=O.C1(SC)C=CC=CC=1>>[OH:8][C:9]1[CH:31]=[CH:30][C:12]2[N:13]=[C:14]([C:16]3[CH:17]=[CH:18][C:19]([O:20][CH2:21][C@@H:22]([NH:24][C:25](=[O:27])[CH3:26])[CH3:23])=[CH:28][CH:29]=3)[S:15][C:11]=2[CH:10]=1. Procedure details: A mixture of N-[(1S)-2-{4-[6-(benzyloxy)-1,3-benzothiazol-2-yl]phenoxy}-1-methylethyl]acetamide (46 mg), trifluoroacetic acid (1 mL) and thioanisole (0.1 mL) was stirred at 55° C. for 16 hr. The reaction mixture was concentrated under reduced pressure, and the residue was washed with diisopropyl ether to give N-{(1S)-2-[4-(6-hydroxy-1,3-benzothiazol-2-yl)phenoxy]-1-methylethyl}acetamide (38.6 mg) as a powder. Using the obtained powder, and in the same manner as in Example 1, step A, the title co... Starting materials: C#Cc1ccc2c(c1)C(C)(C)CCC2=O, CCOC(=O)Cc1ccc(I)cc1F, CCOC(C)=O, CCCCCC, [Cu]I, C1CCOC1, Cl[Pd]Cl, c1ccc(P(c2ccccc2)c2ccccc2)cc1, c1ccc(P(c2ccccc2)c2ccccc2)cc1. Product: CCOC(=O)Cc1ccc(C#Cc2ccc3c(c2)C(C)(C)CCC3=O)cc1F. RXN SMILES: [C:1](#[CH:2])[c:3]1[cH:4][c:5]2[c:10]([cH:11][cH:12]1)[C:9](=[O:13])[CH2:8][CH2:7][C:6]2([CH3:14])[CH3:15].[CH2:16]([CH3:17])[O:18][C:19]([CH2:20][c:21]1[c:22]([F:28])[cH:23][c:24]([I:27])[cH:25][cH:26]1)=[O:29].[CH3:35][CH2:36][O:37][C:38](=[O:39])[CH3:40].[CH3:41][CH2:42][CH2:43][CH2:44][CH2:45][CH3:46].[Cu:47][I:48].[O:30]1[CH2:31][CH2:32][CH2:33][CH2:34]1.[Pd:49]([Cl:50])[Cl:51].[c:52]1([P:53]([c:54]2[cH:55][cH:56][cH:57][cH:58][cH:59]2)[c:60]2[cH:61][cH:62][cH:63][cH:64][cH:65]2)[cH:66][cH:67][cH:68][cH:69][cH:70]1.[c:71]1([P:72]([c:73]2[cH:74][cH:75][cH:76][cH:77][cH:78]2)[c:79]2[cH:80][cH:81][cH:82][cH:83][cH:84]2)[cH:85][cH:86][cH:87][cH:88][cH:89]1>>[C:1](#[C:2][c:24]1[cH:23][c:22]([F:28])[c:21]([CH2:20][C:19]([O:18][CH2:16][CH3:17])=[O:29])[cH:26][cH:25]1)[c:3]1[cH:4][c:5]2[c:10]([cH:11][cH:12]1)[C:9](=[O:13])[CH2:8][CH2:7][C:6]2([CH3:14])[CH3:15].